The task is: describe an organic reaction: reactants, conditions, products, and yield. This data is from the Open Reaction Database (ORD), a public repository of structured organic reaction records. Reactants: C1CCOC1, C[Si](C)(C)[N-][Si](C)(C)C, ClCCCI, O=C(O)Cc1ccc(F)cc1, [Na+]. Product: O=C(O)C(CCCCl)c1ccc(F)cc1. Reaction SMILES: [CH2:27]1[O:28][CH2:29][CH2:30][CH2:31]1.[CH3:2][Si:3]([N-:4][Si:5]([CH3:6])([CH3:7])[CH3:8])([CH3:9])[CH3:10].[Cl:22][CH2:23][CH2:24][CH2:25][I:26].[F:11][c:12]1[cH:13][cH:14][c:15]([CH2:18][C:19](=[O:20])[OH:21])[cH:16][cH:17]1.[Na+:1]>>[F:11][c:12]1[cH:13][cH:14][c:15]([CH:18]([C:19](=[O:20])[OH:21])[CH2:25][CH2:24][CH2:23][Cl:22])[cH:16][cH:17]1.